Task: describe an organic reaction: reactants, conditions, products, and yield. Dataset: the Open Reaction Database (ORD), a public repository of structured organic reaction records The solvent is C(C)(=O)OCC (ethyl acetate). Reactants: [Cl-].[NH4+] (ammonium chloride), BrC1=CC=NC2=CC=CN=C12 (4-bromo-1,5-naphthyridine), CN[C@H]1[C@@H](CCCC1)NC (rac-trans-N,N′-dimethylcyclohexane-1,2-diamine), [I-].[Na+] (sodium iodide), Teflon. Run at temperature 100 celsius, time 10 minute. Reagents/catalysts: [Cu]I (copper(I) iodide). Procedure details: 4-bromo-1,5-naphthyridine (99 mg, 0.47 mmol), copper(I) iodide (4.5 mg, 0.024 mmol) and sodium iodide (142 mg, 0.947 mmol) were combined into one vial fitted with a Teflon septum. The vial was flushed with nitrogen and 1,4-dioxane (4 ml) was added. After sparging with nitrogen for 5 minutes, rac-trans-N,N′-dimethylcyclohexane-1,2-diamine (7.5 μl, 0.047 mmol) was added and the reaction was heated to 100° C. for 12 hours. The mixture was cooled to ambient temperature, and saturated aqueous ammoniu... Product: IC1=CC=NC2=CC=CN=C12 (4-iodo-1,5-naphthyridine). As a reaction SMILES: Br[C:2]1[C:11]2[C:6](=[CH:7][CH:8]=[CH:9][N:10]=2)[N:5]=[CH:4][CH:3]=1.[I-:12].[Na+].CN[C@@H]1CCCC[C@H]1NC.[Cl-].[NH4+]>C(OCC)(=O)C.[Cu]I>[I:12][C:2]1[C:11]2[C:6](=[CH:7][CH:8]=[CH:9][N:10]=2)[N:5]=[CH:4][CH:3]=1 |f:1.2,4.5|.